From a dataset of the Open Reaction Database (ORD), a public repository of structured organic reaction records. describe an organic reaction: reactants, conditions, products, and yield The reactants are [I-].[Na+] (sodium iodide), S(O)(O)(=O)=O.COC([C@@H](N1CC2=C(C(C1)O)SC=C2)C2=C(C=CC=C2)Cl)=O ((αS,7RS)-methyl-α-(7-hydroxy-4,5,6,7-tetrahydro-5-thieno[3,2-c]pyridyl)-o-chlorophenylacetate bisulfate), C([O-])(O)=O.[Na+] (sodium bicarbonate), Cl[Si](CC)(CC)CC (chlorotriethylsilane). Run in C(C)#N (acetonitrile), CN(C)C=O (N,N,dimethylformamide). Run at time 1 hour. The product is COC(=O)[C@H](C=1C=CC=CC1Cl)N2CCC3=C(C=CS3)C2 (clopidogrel), product. Reaction SMILES: [I-].[Na+].Cl[Si](CC)(CC)CC.S(=O)(=O)(O)O.[CH3:16][O:17][C:18](=[O:37])[C@H:19]([C:30]1[CH:35]=[CH:34][CH:33]=[CH:32][C:31]=1[Cl:36])[N:20]1[CH2:25][CH:24](O)[C:23]2[S:27][CH:28]=[CH:29][C:22]=2[CH2:21]1.C(=O)(O)[O-].[Na+]>C(#N)C.CN(C=O)C>[CH3:16][O:17][C:18]([C@@H:19]([N:20]1[CH2:21][C:22]2[CH:29]=[CH:28][S:27][C:23]=2[CH2:24][CH2:25]1)[C:30]1[CH:35]=[CH:34][CH:33]=[CH:32][C:31]=1[Cl:36])=[O:37] |f:0.1,3.4,5.6|. Reported procedure: To a mixture of sodium iodide in acetonitrile, and in N,N,dimethylformamide is added chlorotriethylsilane. The mixture is stirred at room temperature under nitrogen for 1 hour. (αS,7RS)-methyl-α-(7-hydroxy-4,5,6,7-tetrahydro-5-thieno[3,2-c]pyridyl)-o-chlorophenylacetate bisulfate salt (30.2 g, 69.3 mmol) is added to the mixture at 0–5° C. After the addition is complete the mixture is warmed to room temperature and stirred for 12 hours. The reaction mixture is then basified with aqueous sodium bi... Reactants: CN=C=S, CC#N, NCCCSc1cncc(NC(N)=NCC(F)(F)F)n1. Yields the product CNC(=S)NCCCSc1cncc(NC(N)=NCC(F)(F)F)n1. Reaction SMILES: [CH3:21][N:22]=[C:23]=[S:24].[CH3:25][C:26]#[N:27].[F:1][C:2]([CH2:3][N:4]=[C:5]([NH:6][c:7]1[n:8][c:9]([S:13][CH2:14][CH2:15][CH2:16][NH2:17])[cH:10][n:11][cH:12]1)[NH2:18])([F:19])[F:20]>>[F:1][C:2]([CH2:3][N:4]=[C:5]([NH:6][c:7]1[n:8][c:9]([S:13][CH2:14][CH2:15][CH2:16][NH:17][C:23]([NH:22][CH3:21])=[S:24])[cH:10][n:11][cH:12]1)[NH2:18])([F:19])[F:20]. Starting materials: C(C)(C)(C)OC(=O)N1CCC(CC1)N(CC)CC1=CC(=CC=C1)C1=NC(=NC=C1)Cl (4-{[3-(2-Chloro-pyrimidin-4-yl)-benzyl]-ethyl-amino}-piperidine-1-carboxylic acid tert-butyl ester), S1C(=CC=C1)CCN (2-thiophen-2-yl-ethylamine), 422. Yields the product C(C)N(C1CCNCC1)CC=1C=C(C=CC1)C1=NC(=NC=C1)NCCC=1SC=CC1 ((4-{3-[(Ethyl-piperidin-4-yl-amino)-methyl]-phenyl}-pyrimidin-2-yl)-(2-thiophen-2-yl-ethyl)-amine). RXN SMILES: C(OC([N:8]1[CH2:13][CH2:12][CH:11]([N:14]([CH2:17][C:18]2[CH:23]=[CH:22][CH:21]=[C:20]([C:24]3[CH:29]=[CH:28][N:27]=[C:26](Cl)[N:25]=3)[CH:19]=2)[CH2:15][CH3:16])[CH2:10][CH2:9]1)=O)(C)(C)C.[S:31]1[CH:35]=[CH:34][CH:33]=[C:32]1[CH2:36][CH2:37][NH2:38]>>[CH2:15]([N:14]([CH2:17][C:18]1[CH:19]=[C:20]([C:24]2[CH:29]=[CH:28][N:27]=[C:26]([NH:38][CH2:37][CH2:36][C:32]3[S:31][CH:35]=[CH:34][CH:33]=3)[N:25]=2)[CH:21]=[CH:22][CH:23]=1)[CH:11]1[CH2:10][CH2:9][NH:8][CH2:13][CH2:12]1)[CH3:16]. Procedure details: Intermediate 84 was coupled with 2-thiophen-2-yl-ethylamine following procedure F. The product was deprotected following procedure G2. LC-MS showed the product had the expected M+H+ of 422. The reactants are ClC1=NC=NC(=C1)OC1=CC=CC=C1 (4-chloro-6-phenoxypyrimidine), C1(=CC=CC=C1)P(C1=CC=CC=2C(C3=CC=CC(=C3OC12)P(C1=CC=CC=C1)C1=CC=CC=C1)(C)C)C1=CC=CC=C1 (4,5-bis(diphenylphosphino)-9,9-dimethyl-9H-xanthene), CC=1N=C(SC1)N (4-methylthiazol-2-amine), P(=O)([O-])([O-])[O-].[K+].[K+].[K+] (potassium phosphate). Reagents/catalysts: C=1C=CC(=CC1)/C=C/C(=O)/C=C/C2=CC=CC=C2.C=1C=CC(=CC1)/C=C/C(=O)/C=C/C2=CC=CC=C2.C=1C=CC(=CC1)/C=C/C(=O)/C=C/C2=CC=CC=C2.[Pd].[Pd] (Pd2(dba)3). Run in C1(=CC=CC=C1)C (toluene), O (water). Yields the product CC=1N=C(SC1)NC1=NC=NC(=C1)OC1=CC=CC=C1 (4-methyl-N-(6-phenoxypyrimidin-4-yl)thiazol-2-amine). Isolated yield 18.4%. RXN SMILES: Cl[C:2]1[CH:7]=[C:6]([O:8][C:9]2[CH:14]=[CH:13][CH:12]=[CH:11][CH:10]=2)[N:5]=[CH:4][N:3]=1.[CH3:15][C:16]1[N:17]=[C:18]([NH2:21])[S:19][CH:20]=1.P([O-])([O-])([O-])=O.[K+].[K+].[K+].C1(P(C2C=CC=CC=2)C2C3OC4C(=CC=CC=4P(C4C=CC=CC=4)C4C=CC=CC=4)C(C)(C)C=3C=CC=2)C=CC=CC=1>C1(C)C=CC=CC=1.O.C1C=CC(/C=C/C(/C=C/C2C=CC=CC=2)=O)=CC=1.C1C=CC(/C=C/C(/C=C/C2C=CC=CC=2)=O)=CC=1.C1C=CC(/C=C/C(/C=C/C2C=CC=CC=2)=O)=CC=1.[Pd].[Pd]>[CH3:15][C:16]1[N:17]=[C:18]([NH:21][C:2]2[CH:7]=[C:6]([O:8][C:9]3[CH:14]=[CH:13][CH:12]=[CH:11][CH:10]=3)[N:5]=[CH:4][N:3]=2)[S:19][CH:20]=1 |f:2.3.4.5,9.10.11.12.13|. Reported procedure: Using the method of Example 3, Step B, 4-chloro-6-phenoxypyrimidine (0.697 g, 3.37 mmol), 4-methylthiazol-2-amine (7.66 mL, 3.07 mmol), potassium phosphate (0.716 g, 3.37 mmol), Pd2(dba)3 (0.0702 g, 0.0766 mmol) and 4,5-bis(diphenylphosphino)-9,9-dimethyl-9H-xanthene (0.0488 g, 0.0843 mmol) in toluene (3 mL) and water (3 mL) to afford 4-methyl-N-(6-phenoxypyrimidin-4-yl)thiazol-2-amine (0.161 g, 18.5% yield) as off white solid. 1H NMR (CDCl3), 8.56 (d, 1H), 7.43 (m, 2H), 7.28 (dt, 1H), 7.14 (m, ... Reactants: COc1ccccc1COCCCOc1ccc(C2CCN(C(=O)OC(C)(C)C)CC2OCc2ccc3c(c2)N(CCO)CCC3)cc1, CS(=O)(=O)Cl. Yields the product COc1ccccc1COCCCOc1ccc(C2CCN(C(=O)OC(C)(C)C)CC2OCc2ccc3c(c2)N(CCOS(C)(=O)=O)CCC3)cc1. As a reaction SMILES: [C:1]([CH3:2])([CH3:3])([CH3:4])[O:5][C:6](=[O:7])[N:8]1[CH2:9][CH:10]([O:34][CH2:35][c:36]2[cH:37][cH:38][c:39]3[c:44]([cH:45]2)[N:43]([CH2:46][CH2:47][OH:48])[CH2:42][CH2:41][CH2:40]3)[CH:11]([c:14]2[cH:15][cH:16][c:17]([O:20][CH2:21][CH2:22][CH2:23][O:24][CH2:25][c:26]3[c:27]([O:32][CH3:33])[cH:28][cH:29][cH:30][cH:31]3)[cH:18][cH:19]2)[CH2:12][CH2:13]1.[CH3:49][S:50]([Cl:51])(=[O:52])=[O:53]>>[C:1]([CH3:2])([CH3:3])([CH3:4])[O:5][C:6](=[O:7])[N:8]1[CH2:9][CH:10]([O:34][CH2:35][c:36]2[cH:37][cH:38][c:39]3[c:44]([cH:45]2)[N:43]([CH2:46][CH2:47][O:48][S:50]([CH3:49])(=[O:52])=[O:53])[CH2:42][CH2:41][CH2:40]3)[CH:11]([c:14]2[cH:15][cH:16][c:17]([O:20][CH2:21][CH2:22][CH2:23][O:24][CH2:25][c:26]3[c:27]([O:32][CH3:33])[cH:28][cH:29][cH:30][cH:31]3)[cH:18][cH:19]2)[CH2:12][CH2:13]1. Starting materials: C(C1=CC=CC=C1)OC1=C(C(=O)OCC2=CC=CC=C2)C(=C(C(=N1)Br)O)OCC1=CC=CC=C1 (benzyl 2,4-bis(benzyloxy)-6-bromo-5-hydroxynicotinate), CN1C=CC2=CC(=CC=C12)B(O)O (1-methyl-1H-indol-5-ylboronic acid), F[B-](F)(F)F.C(C)(C)(C)[PH+](C(C)(C)C)C(C)(C)C (tri-tert-butylphosphonium tetrafluoroborate), [F-].[K+] (KF). Reagents/catalysts: C=1C=CC(=CC1)/C=C/C(=O)/C=C/C2=CC=CC=C2.C=1C=CC(=CC1)/C=C/C(=O)/C=C/C2=CC=CC=C2.C=1C=CC(=CC1)/C=C/C(=O)/C=C/C2=CC=CC=C2.[Pd].[Pd] (Pd2(dba)3). Solvent: C1CCOC1 (THF). Conditions: temperature 60 celsius, time 8 hour. Product: C(C1=CC=CC=C1)OC1=C(C(=O)OCC2=CC=CC=C2)C(=C(C(=N1)C=1C=C2C=CN(C2=CC1)C)O)OCC1=CC=CC=C1 (benzyl 2,4-bis(benzyloxy)-5-hydroxy-6-(1-methyl-1H-indol-5-yl)nicotinate). Isolated yield 82.5%. Reaction SMILES: [CH2:1]([O:8][C:9]1[N:24]=[C:23](Br)[C:22]([OH:26])=[C:21]([O:27][CH2:28][C:29]2[CH:34]=[CH:33][CH:32]=[CH:31][CH:30]=2)[C:10]=1[C:11]([O:13][CH2:14][C:15]1[CH:20]=[CH:19][CH:18]=[CH:17][CH:16]=1)=[O:12])[C:2]1[CH:7]=[CH:6][CH:5]=[CH:4][CH:3]=1.[CH3:35][N:36]1[C:44]2[C:39](=[CH:40][C:41](B(O)O)=[CH:42][CH:43]=2)[CH:38]=[CH:37]1.F[B-](F)(F)F.C([PH+](C(C)(C)C)C(C)(C)C)(C)(C)C.[F-].[K+]>C1COCC1.C1C=CC(/C=C/C(/C=C/C2C=CC=CC=2)=O)=CC=1.C1C=CC(/C=C/C(/C=C/C2C=CC=CC=2)=O)=CC=1.C1C=CC(/C=C/C(/C=C/C2C=CC=CC=2)=O)=CC=1.[Pd].[Pd]>[CH2:1]([O:8][C:9]1[N:24]=[C:23]([C:41]2[CH:40]=[C:39]3[C:44](=[CH:43][CH:42]=2)[N:36]([CH3:35])[CH:37]=[CH:38]3)[C:22]([OH:26])=[C:21]([O:27][CH2:28][C:29]2[CH:34]=[CH:33][CH:32]=[CH:31][CH:30]=2)[C:10]=1[C:11]([O:13][CH2:14][C:15]1[CH:20]=[CH:19][CH:18]=[CH:17][CH:16]=1)=[O:12])[C:2]1[CH:7]=[CH:6][CH:5]=[CH:4][CH:3]=1 |f:2.3,4.5,7.8.9.10.11|. Procedure: A mixture of benzyl 2,4-bis(benzyloxy)-6-bromo-5-hydroxynicotinate (0.23 g, 0.44 mol), 1-methyl-1H-indol-5-ylboronic acid (90 mg, 0.51 mmol), Pd2(dba)3 (20 mg, 0.022 mmol), tri-tert-butylphosphonium tetrafluoroborate (13 mg, 0.044 mmol) and KF (0.26 g, 4.4 mmol) in THF (2.0 mL) was stirred at 60° C. overnight under an Ar atmosphere. The mixture was filtered. The filtrate was evaporated and purified by silica chromatography (2-30% ethyl acetate in hexanes) to give benzyl 2,4-bis(benzyloxy)-5-hydr...